Dataset: the Open Reaction Database (ORD), a public repository of structured organic reaction records. Task: describe an organic reaction: reactants, conditions, products, and yield The reactants are B, CC(C)(C)OC(=O)N1CCN(C(=O)C(c2cccc(Br)c2)C2(O)CCCCC2)CC1, CO, C1CCOC1. The product is CC(C)(C)OC(=O)N1CCN(CC(c2cccc(Br)c2)C2(O)CCCCC2)CC1. As a reaction SMILES: [BH3:31].[Br:1][c:2]1[cH:3][c:4]([CH:8]([C:9](=[O:10])[N:11]2[CH2:12][CH2:13][N:14]([C:17](=[O:18])[O:19][C:20]([CH3:21])([CH3:22])[CH3:23])[CH2:15][CH2:16]2)[C:24]2([OH:30])[CH2:25][CH2:26][CH2:27][CH2:28][CH2:29]2)[cH:5][cH:6][cH:7]1.[CH3:32][OH:33].[O:34]1[CH2:35][CH2:36][CH2:37][CH2:38]1>>[Br:1][c:2]1[cH:3][c:4]([CH:8]([CH2:9][N:11]2[CH2:12][CH2:13][N:14]([C:17](=[O:18])[O:19][C:20]([CH3:21])([CH3:22])[CH3:23])[CH2:15][CH2:16]2)[C:24]2([OH:30])[CH2:25][CH2:26][CH2:27][CH2:28][CH2:29]2)[cH:5][cH:6][cH:7]1. Reactants: n-butylithium solution, C(=O)=O (dry ice), C(C1=CC=CC=C1)OCC(CC=O)C (rac. 4-benzyloxy-3-methylbutanal), CC#C (methylacetylene), C(=O)=O (dry ice), [Cl-].[NH4+] (ammonium chloride). The solvent is O1CCCC1 (tetrahydrofuran), CCOCC (ether), O1CCCC1 (tetrahydrofuran), CCCCCC (hexane). Conditions: temperature -50 celsius, time 1 hour. Product: C(C1=CC=CC=C1)OCC(CC(C#CC)O)C (rac. 1-benzyloxy-2-methylhept-5-yn-4-ol). Reaction SMILES: [CH3:1][C:2]#[CH:3].C(=O)=O.[CH2:7]([O:14][CH2:15][CH:16]([CH3:20])[CH2:17][CH:18]=[O:19])[C:8]1[CH:13]=[CH:12][CH:11]=[CH:10][CH:9]=1.[Cl-].[NH4+]>CCCCCC.CCOCC.O1CCCC1>[CH2:7]([O:14][CH2:15][CH:16]([CH3:20])[CH2:17][CH:18]([OH:19])[C:1]#[C:2][CH3:3])[C:8]1[CH:13]=[CH:12][CH:11]=[CH:10][CH:9]=1 |f:3.4|. Procedure details: A mixture of 72.8 ml. (0.146 mole) of 2 M n-butylithium solution in hexane and 420 ml. of anhydrous tetrahydrofuran was stirred and cooled to -50° C. while 112 ml. of liquified methylacetylene was added dropwise from a dry ice cooled addition funnel. After the addition was complete, the reaction mixture was allowed to warm to reflux temperature (8° C.) (dry ice condenser) and stirred at this temperature for 1 hour. The white slurry was then cooled to 0° C. and stirred while a solution of 14 g. (... Reactants: CN(C)C=O, ClCc1ccccc1, [H-], Cc1cc(O)nc(N)n1, [Na+]. Yields the product Cc1cc(OCc2ccccc2)nc(N)n1. As a reaction SMILES: [CH3:20][N:21]([CH3:22])[CH:23]=[O:24].[Cl:12][CH2:13][c:14]1[cH:15][cH:16][cH:17][cH:18][cH:19]1.[H-:10].[NH2:1][c:2]1[n:3][c:4]([OH:9])[cH:5][c:6]([CH3:8])[n:7]1.[Na+:11]>>[NH2:1][c:2]1[n:3][c:4]([O:9][CH2:13][c:14]2[cH:15][cH:16][cH:17][cH:18][cH:19]2)[cH:5][c:6]([CH3:8])[n:7]1. Reactants: C1(=CC=CC=C1)S(=O)(=O)N1C=C(C=2C1=NC=CC2)N2CCN(CC2)C(=O)OC(C)(C)C (tert-butyl 4-(1-(phenylsulfonyl)-1H-pyrrolo[2,3-b]pyridin-3-yl)piperazine-1-carboxylate), [OH-].[Na+] (NaOH), CO (methanol). Reaction conditions: temperature 90 celsius, time 4 hour. As a reaction SMILES: C1(S([N:10]2[C:14]3=[N:15][CH:16]=[CH:17][CH:18]=[C:13]3[C:12]([N:19]3[CH2:24][CH2:23][N:22]([C:25]([O:27][C:28]([CH3:31])([CH3:30])[CH3:29])=[O:26])[CH2:21][CH2:20]3)=[CH:11]2)(=O)=O)C=CC=CC=1.[OH-].[Na+].CO>O>[NH:10]1[C:14]2=[N:15][CH:16]=[CH:17][CH:18]=[C:13]2[C:12]([N:19]2[CH2:24][CH2:23][N:22]([C:25]([O:27][C:28]([CH3:31])([CH3:30])[CH3:29])=[O:26])[CH2:21][CH2:20]2)=[CH:11]1 |f:1.2|. Product: N1C=C(C=2C1=NC=CC2)N2CCN(CC2)C(=O)OC(C)(C)C (tert-butyl 4-(1H-pyrrolo[2,3-b]pyridin-3-yl)piperazine-1-carboxylate). Procedure: Into a 50 mL round bottom flask purged and maintained with an inert atmosphere of nitrogen was placed tert-butyl 4-(1-(phenylsulfonyl)-1H-pyrrolo[2,3-b]pyridin-3-yl)piperazine-1-carboxylate (400 mg, 0.90 mmol). To this was added NaOH (90 mg, 2.25 mmol). Addition of methanol (20 mL) was next. To the mixture was added H2O (8 mL). The resulting solution was allowed to react, with stirring, for 4 hours while the temperature was maintained at 90° C. in a bath of oil. The mixture was concentrated by e... Run in O (H2O).